Dataset: the Open Reaction Database (ORD), a public repository of structured organic reaction records. Task: describe an organic reaction: reactants, conditions, products, and yield The reactants are OO (hydrogen peroxide), [OH-].[Na+] (sodium hydroxide), C(=O)O (formic acid), C1(=CC=CC=C1)SCCCCCl (4-phenylthiobutyl chloride), ice water. Reaction conditions: time 1 hour. The product is C1(=CC=CC=C1)S(=O)(=O)CCCCCl (4-phenylsulfonylbutyl chloride). Reaction SMILES: OO.[C:3]1([S:9][CH2:10][CH2:11][CH2:12][CH2:13][Cl:14])[CH:8]=[CH:7][CH:6]=[CH:5][CH:4]=1.[OH-:15].[Na+].C(O)=[O:18]>>[C:3]1([S:9]([CH2:10][CH2:11][CH2:12][CH2:13][Cl:14])(=[O:18])=[O:15])[CH:8]=[CH:7][CH:6]=[CH:5][CH:4]=1 |f:2.3|. Procedure: 30% Aqueous hydrogen peroxide solution (27.6 ml) was dropwise added under ice-cooling to a solution of 4-phenylthiobutyl chloride (22.2 g) obtained in the same manner as in Preparation Example 99 in formic acid (150 ml), which was followed by stirring at room temperature for 1 hr. The reaction mixture was poured into ice water, neutralized with sodium hydroxide solution and extracted with chloroform. The organic layer was washed with brine, dried and the solvent was evaporated under reduced pres...